Task: describe an organic reaction: reactants, conditions, products, and yield. Dataset: the Open Reaction Database (ORD), a public repository of structured organic reaction records Reactants: NC1CCC1, Clc1cccc(C2CO2)c1Cl, O. Yields the product OC(CNC1CCC1)c1cccc(Cl)c1Cl. Reaction SMILES: [CH:12]1([NH2:16])[CH2:13][CH2:14][CH2:15]1.[Cl:1][c:2]1[c:3]([CH:9]2[O:10][CH2:11]2)[cH:4][cH:5][cH:6][c:7]1[Cl:8].[OH2:17]>>[Cl:1][c:2]1[c:3]([CH:9]([OH:10])[CH2:11][NH:16][CH:12]2[CH2:13][CH2:14][CH2:15]2)[cH:4][cH:5][cH:6][c:7]1[Cl:8]. Reactants: NCCC[Si](OC)(OC)OC (3-aminopropyltrimethoxysilane), C(C)(C)O (isopropanol), 1034A, glycol ether, C(C=C)(=O)O (acrylic acid), solution, glycol ether. The solvent is C(C)(=O)OCCCC (n-butyl acetate). Conditions: time 3 hour. The product is C(C=C)(=O)O.NC(=O)OCC (Urethane Acrylate). RXN SMILES: [NH2:1]CCC[Si](OC)(OC)OC.[C:12]([OH:16])(=[O:15])[CH:13]=[CH2:14].[CH:17]([OH:20])(C)[CH3:18]>C(OCCCC)(=O)C>[C:12]([OH:16])(=[O:15])[CH:13]=[CH2:14].[NH2:1][C:12]([O:20][CH2:17][CH3:18])=[O:16] |f:4.5|. Procedure: A mixture of 9.94 g of 3-aminopropyltrimethoxysilane and 15.4 g of hexanedioldiacrylate is stirred at room temperature for 3 hours. To the mixture, 28.5 g of PM glycol ether is added. The resulting mixture is stirred at room temperature for 1 minute. Then, 1.73 g of acrylic acid is added, and the mixture is stirred for 5 minutes. The mixture is diluted by adding 106.7 g of isopropanol. Next, 84.4 g of OG401-31 and 34.7 g of NALCO 1034A are added under vigorous agitation. The resulting mixture is... The reactants are C1CCOC1, CN, N#Cc1ccnc(Cl)c1, [Na+], O=C([O-])O, c1ccncc1. Yields the product CNc1cc(C#N)ccn1. As a reaction SMILES: [CH2:23]1[O:24][CH2:25][CH2:26][CH2:27]1.[CH3:10][NH2:11].[Cl:1][c:2]1[cH:3][c:4]([C:5]#[N:6])[cH:7][cH:8][n:9]1.[Na+:16].[O-:12][C:13]([OH:14])=[O:15].[cH:17]1[cH:18][cH:19][n:20][cH:21][cH:22]1>>[c:2]1([NH:11][CH3:10])[cH:3][c:4]([C:5]#[N:6])[cH:7][cH:8][n:9]1. Reactants: FC=1C(=CC=C2C3=C(COC12)C(=C(C=C3)OC)F)OC (4,7-difluoro-3,8-dimethoxy-6H-benzo[c]chromene), B(Br)(Br)Br (boron tribromide). Run in ClCCl (dichloromethane), ClCCl (dichloromethane). Run at temperature 8 celsius, time 1 hour. Product: FC=1C(=CC=C2C3=C(COC12)C(=C(C=C3)O)F)O (4,7-difluoro-6H-benzo[c]chromene-3,8-diol). Reaction SMILES: [F:1][C:2]1[C:3]([O:19]C)=[CH:4][CH:5]=[C:6]2[C:11]=1[O:10][CH2:9][C:8]1[C:12]([F:18])=[C:13]([O:16]C)[CH:14]=[CH:15][C:7]2=1.B(Br)(Br)Br>ClCCl>[F:1][C:2]1[C:3]([OH:19])=[CH:4][CH:5]=[C:6]2[C:11]=1[O:10][CH2:9][C:8]1[C:12]([F:18])=[C:13]([OH:16])[CH:14]=[CH:15][C:7]2=1. Procedure: 5.23 g (18.8 mmol) of 4,7-difluoro-3,8-dimethoxy-6H-benzo[c]chromene (prepared by the method of: Taugerbeck, Klasen-Memmer, WO 2004076438) are initially introduced in 70 ml of dichloromethane, and a solution of 5 ml (52.7 mmol) of boron tribromide in 10 ml of dichloromethane is added dropwise with ice cooling. After 1 h, the cooling is removed, and the batch is left to stir at room temp. for 3 h and added to ice-cold 1 M sodium hydroxide solution. The aqueous phase is separated off and extracted... The reactants are FC=1C=C(C=CC1OC1=C(C=C(C=C1)C1=CC=CC=C1)C1=CC=NN1C)S(=O)(=O)Cl (3-fluoro-4-{[3-(1-methyl-1H-pyrazol-5-yl)biphenyl-4-yl]oxy}benzenesulfonyl chloride), NC=1SC=CN1 (2-amino thiazole). Run in N1=CC=CC=C1 (pyridine). The product is FC=1C=C(C=CC1OC1=C(C=C(C=C1)C1=CC=CC=C1)C1=CC=NN1C)S(=O)(=O)NC=1SC=CN1 (3-Fluoro-4-{[3-(1-methyl-1H-pyrazol-5-yl)biphenyl-4-yl]oxy}-N-1,3-thiazol-2-ylbenzenesulfonamide), solid. Yield: 19.0%. As a reaction SMILES: [F:1][C:2]1[CH:3]=[C:4]([S:27](Cl)(=[O:29])=[O:28])[CH:5]=[CH:6][C:7]=1[O:8][C:9]1[CH:14]=[CH:13][C:12]([C:15]2[CH:20]=[CH:19][CH:18]=[CH:17][CH:16]=2)=[CH:11][C:10]=1[C:21]1[N:25]([CH3:26])[N:24]=[CH:23][CH:22]=1.[NH2:31][C:32]1[S:33][CH:34]=[CH:35][N:36]=1>N1C=CC=CC=1>[F:1][C:2]1[CH:3]=[C:4]([S:27]([NH:31][C:32]2[S:33][CH:34]=[CH:35][N:36]=2)(=[O:29])=[O:28])[CH:5]=[CH:6][C:7]=1[O:8][C:9]1[CH:14]=[CH:13][C:12]([C:15]2[CH:20]=[CH:19][CH:18]=[CH:17][CH:16]=2)=[CH:11][C:10]=1[C:21]1[N:25]([CH3:26])[N:24]=[CH:23][CH:22]=1. Procedure: A solution of 3-fluoro-4-{[3-(1-methyl-1H-pyrazol-5-yl)biphenyl-4-yl]oxy}benzenesulfonyl chloride (Preparation 31, 350 mg, 0.79 mmol) and 2-amino thiazole (158 mg, 1.58 mmol) in pyridine (2 mL) was stirred at room temperature for 12 hours. The reaction mixture was concentrated in vacuo and the residue acidified to pH 4-5 with a 1M aqueous solution of hydrogen chloride. The mixture was extraction with ethyl acetate (3×10 mL). The organic layer was separated and washed sequentially with water (3×5... The reactants are C, COC(=O)c1ccc(CC(OC)OC)c([N+](=O)[O-])c1, CO, CC(=O)O, [Pd]. The product is COC(=O)c1ccc(CC(OC)OC)c(N)c1. As a reaction SMILES: [C:22].[CH3:1][O:2][CH:3]([CH2:4][c:5]1[c:6]([N+:15]([O-:16])=[O:17])[cH:7][c:8]([C:9](=[O:10])[O:11][CH3:12])[cH:13][cH:14]1)[O:18][CH3:19].[CH3:20][OH:21].[CH3:24][C:25](=[O:26])[OH:27].[Pd:23]>>[CH3:1][O:2][CH:3]([CH2:4][c:5]1[c:6]([NH2:15])[cH:7][c:8]([C:9](=[O:10])[O:11][CH3:12])[cH:13][cH:14]1)[O:18][CH3:19]. The reactants are BrC=1C(=NC(=CC1)Cl)C (3-bromo-6-chloro-2-methylpyridine), BrN1C(CCC1=O)=O (N-bromosuccinimide), CC(C)(C#N)N=NC(C)(C)C#N (AIBN). Solvent: C(Cl)(Cl)(Cl)Cl (CCl4). The product is BrC=1C(=NC(=CC1)Cl)CBr (3-bromo-2-(bromomethyl)-6-chloropyridine). RXN SMILES: [Br:1][C:2]1[C:3]([CH3:9])=[N:4][C:5]([Cl:8])=[CH:6][CH:7]=1.[Br:10]N1C(=O)CCC1=O.CC(N=NC(C#N)(C)C)(C#N)C>C(Cl)(Cl)(Cl)Cl>[Br:1][C:2]1[C:3]([CH2:9][Br:10])=[N:4][C:5]([Cl:8])=[CH:6][CH:7]=1. Procedure: To a stirred solution of 3-bromo-6-chloro-2-methylpyridine (105 g, 509 mmol) in CCl4 (2 L) was added N-bromosuccinimide (95 g, 534 mmol) followed by AIBN (8.35 g, 50.9 mmol). The reaction was brought to reflux for 24 hours and then cooled to r.t., filtered, and concentrated. Purification of the residue by flash chromatography on silica gel with 60% methylene chloride/heptanes afforded semi-pure product. Further purification by SFC on a Chiralpak AD-H column with 20% IPA/CO2 [the conditions of th... Reactants: CC#N, CCN(Cc1ccc(C(F)(F)F)cc1)C(=O)COc1ccc(CCSc2ccccc2C(=O)OC)cc1, [Li+], [OH-], O. The product is CCN(Cc1ccc(C(F)(F)F)cc1)C(=O)COc1ccc(CCSc2ccccc2C(=O)O)cc1. As a reaction SMILES: [C:41](#[N:42])[CH3:43].[CH2:1]([CH3:2])[N:3]([C:4]([CH2:5][O:6][c:7]1[cH:8][cH:9][c:10]([CH2:13][CH2:14][S:15][c:16]2[c:17]([C:18](=[O:19])[O:20][CH3:21])[cH:22][cH:23][cH:24][cH:25]2)[cH:11][cH:12]1)=[O:26])[CH2:27][c:28]1[cH:29][cH:30][c:31]([C:34]([F:35])([F:36])[F:37])[cH:32][cH:33]1.[Li+:38].[OH-:39].[OH2:40]>>[CH2:1]([CH3:2])[N:3]([C:4]([CH2:5][O:6][c:7]1[cH:8][cH:9][c:10]([CH2:13][CH2:14][S:15][c:16]2[c:17]([C:18](=[O:19])[OH:20])[cH:22][cH:23][cH:24][cH:25]2)[cH:11][cH:12]1)=[O:26])[CH2:27][c:28]1[cH:29][cH:30][c:31]([C:34]([F:35])([F:36])[F:37])[cH:32][cH:33]1.